describe an organic reaction: reactants, conditions, products, and yield From a dataset of the Open Reaction Database (ORD), a public repository of structured organic reaction records. The reactants are O (Water), [H-].[Na+] (Sodium hydride), ClC1=NC=2N3[C@H](CNC2C=N1)COCC3 ((R)-2-chloro-5,6,6a,7,9,10-hexahydro-[1,4]oxazino[3,4-h]pteridine), BrCC(=O)OC(C)(C)C (tert-butyl bromoacetate). Solvent: CN(C)C=O (DMF). Conditions: time 30 minute. Yields the product ClC1=NC=2N3[C@H](CN(C2C=N1)CC(=O)OC(C)(C)C)COCC3 ((R)-tert-butyl 2-(2-chloro-6a,7,9,10-tetrahydro-[1,4]oxazino[3,4-h]pteridin-5(6H)-yl)acetate). Yield: 67.2%. Reaction SMILES: [H-].[Na+].[Cl:3][C:4]1[N:13]=[CH:12][C:11]2[NH:10][CH2:9][C@@H:8]3[CH2:14][O:15][CH2:16][CH2:17][N:7]3[C:6]=2[N:5]=1.Br[CH2:19][C:20]([O:22][C:23]([CH3:26])([CH3:25])[CH3:24])=[O:21].O>CN(C=O)C>[Cl:3][C:4]1[N:13]=[CH:12][C:11]2[N:10]([CH2:19][C:20]([O:22][C:23]([CH3:26])([CH3:25])[CH3:24])=[O:21])[CH2:9][C@@H:8]3[CH2:14][O:15][CH2:16][CH2:17][N:7]3[C:6]=2[N:5]=1 |f:0.1|. Reported procedure: Sodium hydride (60% in oil, 19.41 mg, 0.485 mmol) was added to a solution of (R)-2-chloro-5,6,6a,7,9,10-hexahydro-[1,4]oxazino[3,4-h]pteridine (PREPARATION x3, 100 mg, 0.441 mmol) in DMF (1 mL) at 0° C. The resulting mixture was stirred at room temperature for 30 minutes, after which tert-butyl bromoacetate (0.078 mL, 0.529 mmol) was added at 0° C. The reaction mixture was stirred at room temperature for 30 minutes. Water was added and the mixture was extracted with EtOAc, washed with brine, dri... The reactants are C(C)(C)(C)OC(=O)N1[C@@H](CC(C1)=CC#N)C(=O)O ((2S,4EZ)-1-(tert-butoxycarbonyl)-4-(cyanomethylene)-2-pyrrolidinecarboxylic acid), C(C1=CC=CC=C1)(=O)Cl (benzoyl chloride), C1(=CC=CC2=CC=CC=C12)CN (1-naphthylmethylamine). Product: C(C1=CC=CC=C1)(=O)N1[C@@H](CC(C1)=CC#N)C(=O)NCC1=CC=CC2=CC=CC=C12 ((2S,4EZ)-1-benzoyl-4-(cyanomethylene)-N-(1-naphthylmethyl)-2-pyrrolidinecarboxamide). Reaction SMILES: C(O[C:6]([N:8]1[CH2:12][C:11](=[CH:13][C:14]#[N:15])[CH2:10][C@H:9]1[C:16]([OH:18])=O)=[O:7])(C)(C)C.C(Cl)(=O)[C:20]1[CH:25]=[CH:24][CH:23]=[CH:22][CH:21]=1.[C:28]1([CH2:38][NH2:39])[C:37]2[C:32](=[CH:33][CH:34]=[CH:35][CH:36]=2)[CH:31]=[CH:30][CH:29]=1>>[C:6]([N:8]1[CH2:12][C:11](=[CH:13][C:14]#[N:15])[CH2:10][C@H:9]1[C:16]([NH:39][CH2:38][C:28]1[C:37]2[C:32](=[CH:33][CH:34]=[CH:35][CH:36]=2)[CH:31]=[CH:30][CH:29]=1)=[O:18])(=[O:7])[C:20]1[CH:25]=[CH:24][CH:23]=[CH:22][CH:21]=1. Procedure details: Following the general method as outlined in Example 22, starting from (2S,4EZ)-1-(tert-butoxycarbonyl)-4-(cyanomethylene)-2-pyrrolidinecarboxylic acid, benzoyl chloride, and 1-naphthylmethylamine the title compound was obtained in 43% purity by LC/MS. MS(ESI+): m/z=396.0.